From a dataset of the Open Reaction Database (ORD), a public repository of structured organic reaction records. describe an organic reaction: reactants, conditions, products, and yield Reactants: ClC1=CC(=CC=2C(OC(NC21)=O)(C)C)O (8-chloro-6-hydroxy-4,4-dimethyl-4H-3,1-benzoxazin-2-one), ClC1=CC=C(C=C1)SCCCCCl (4-(4-chloro-phenylmercapto)-butylchloride). The product is ClC1=CC(=CC=2C(OC(NC21)=O)(C)C)OCCCCSC2=CC=C(C=C2)Cl (8-Chloro-6-[4-(4-chloro-phenylmercapto)-butoxy]-4,4-dimethyl-4H-3,1-benzoxazin-2-one). As a reaction SMILES: [Cl:1][C:2]1[C:11]2[NH:10][C:9](=[O:12])[O:8][C:7]([CH3:14])([CH3:13])[C:6]=2[CH:5]=[C:4]([OH:15])[CH:3]=1.[Cl:16][C:17]1[CH:22]=[CH:21][C:20]([S:23][CH2:24][CH2:25][CH2:26][CH2:27]Cl)=[CH:19][CH:18]=1>>[Cl:1][C:2]1[C:11]2[NH:10][C:9](=[O:12])[O:8][C:7]([CH3:13])([CH3:14])[C:6]=2[CH:5]=[C:4]([O:15][CH2:27][CH2:26][CH2:25][CH2:24][S:23][C:20]2[CH:19]=[CH:18][C:17]([Cl:16])=[CH:22][CH:21]=2)[CH:3]=1. Procedure details: Prepared analogously to Example 4 from 8-chloro-6-hydroxy-4,4-dimethyl-4H-3,1-benzoxazin-2-one and 4-(4-chloro-phenylmercapto)-butylchloride.